From a dataset of the Open Reaction Database (ORD), a public repository of structured organic reaction records. describe an organic reaction: reactants, conditions, products, and yield Reactants: O=C(CBr)c1ccc(-c2ccc(F)cc2)cc1, CCOC(=O)CBr, CCOC(=O)P(=Cc1ccccc1)(c1ccccc1)c1ccccc1, c1ccc(P(c2ccccc2)c2ccccc2)cc1, c1ccccc1. Yields the product CCOC(=O)C=CC(=O)c1ccc(-c2ccc(F)cc2)cc1. As a reaction SMILES: [Br:26][CH2:27][C:28](=[O:29])[c:30]1[cH:31][cH:32][c:33](-[c:36]2[cH:37][cH:38][c:39]([F:42])[cH:40][cH:41]2)[cH:34][cH:35]1.[Br:43][CH2:44][C:45](=[O:46])[O:47][CH2:48][CH3:49].[c:1]1([CH:2]=[P:3]([c:4]2[cH:5][cH:6][cH:7][cH:8][cH:9]2)([c:10]2[cH:11][cH:12][cH:13][cH:14][cH:15]2)[C:16]([O:17][CH2:18][CH3:19])=[O:20])[cH:21][cH:22][cH:23][cH:24][cH:25]1.[c:50]1([P:51]([c:52]2[cH:53][cH:54][cH:55][cH:56][cH:57]2)[c:58]2[cH:59][cH:60][cH:61][cH:62][cH:63]2)[cH:64][cH:65][cH:66][cH:67][cH:68]1.[cH:69]1[cH:70][cH:71][cH:72][cH:73][cH:74]1>>[CH:27]([C:28](=[O:29])[c:30]1[cH:31][cH:32][c:33](-[c:36]2[cH:37][cH:38][c:39]([F:42])[cH:40][cH:41]2)[cH:34][cH:35]1)=[CH:44][C:45](=[O:46])[O:47][CH2:48][CH3:49]. Reactants: O=C([O-])O, CCO, O=[N+]([O-])c1cnccc1Cl, [Na+], Nc1ccc(O)cc1. Yields the product O=[N+]([O-])c1cnccc1Nc1ccc(O)cc1. As a reaction SMILES: [C:9](=[O:10])([OH:11])[O-:12].[CH3:24][CH2:25][OH:26].[N+:14](=[O:15])([O-:16])[c:17]1[cH:18][n:19][cH:20][cH:21][c:22]1[Cl:23].[Na+:13].[OH:1][c:2]1[cH:3][cH:4][c:5]([NH2:6])[cH:7][cH:8]1>>[OH:1][c:2]1[cH:3][cH:4][c:5]([NH:6][c:22]2[c:17]([N+:14](=[O:15])[O-:16])[cH:18][n:19][cH:20][cH:21]2)[cH:7][cH:8]1. The reactants are C(C)(C)O (isopropanol), C1(=CC=CC=C1)C (toluene), C(C)(C)N(CCNC(=O)N1C=NC=C1)C(C)C (N-[2-(Diisopropylamino)ethyl]-1H-imidazole-1-carboxamide), NCC1=NC(=C2N=CN(C2=N1)[C@H]1[C@@H]([C@@H]([C@H](O1)C(=O)NCC)O)O)NCC(C1=CC=CC=C1)C1=CC=CC=C1 ((2S,3S,4R,5R)-5-{2-(aminomethyl)-6-[(2,2-diphenylethyl)amino]-9H-purin-9-yl}-N-ethyl-3,4-dihydroxytetrahydro-2-furancarboxamide). Solvent: C(C)OCC (diethylether), ClCCl (dichloromethane), ClCCl (dichloromethane), ClCCl (dichloromethane). Yields the product C(C)(C)N(CCNC(=O)NCC1=NC(=C2N=CN(C2=N1)[C@H]1[C@@H]([C@@H]([C@H](O1)C(=O)NCC)O)O)NCC(C1=CC=CC=C1)C1=CC=CC=C1)C(C)C ((2S,3S,4R,5R)-5-{2-{[({[2-(Diisopropylamino)ethyl]amino}carbonyl)amino]methyl}-6-[(2,2-diphenylethyl)amino]-9H-purin-9-yl}-N-ethyl-3,4-dihydroxytetrahydro-2-furancarboxamide). Isolated yield 44.2%. Reaction SMILES: [CH:1]([N:4]([CH:15]([CH3:17])[CH3:16])[CH2:5][CH2:6][NH:7][C:8](N1C=CN=C1)=[O:9])([CH3:3])[CH3:2].[NH2:18][CH2:19][C:20]1[N:28]=[C:27]2[C:23]([N:24]=[CH:25][N:26]2[C@@H:29]2[O:33][C@H:32]([C:34]([NH:36][CH2:37][CH3:38])=[O:35])[C@@H:31]([OH:39])[C@H:30]2[OH:40])=[C:22]([NH:41][CH2:42][CH:43]([C:50]2[CH:55]=[CH:54][CH:53]=[CH:52][CH:51]=2)[C:44]2[CH:49]=[CH:48][CH:47]=[CH:46][CH:45]=2)[N:21]=1.C(O)(C)C.C1(C)C=CC=CC=1>ClCCl.C(OCC)C>[CH:15]([N:4]([CH:1]([CH3:3])[CH3:2])[CH2:5][CH2:6][NH:7][C:8]([NH:18][CH2:19][C:20]1[N:28]=[C:27]2[C:23]([N:24]=[CH:25][N:26]2[C@@H:29]2[O:33][C@H:32]([C:34]([NH:36][CH2:37][CH3:38])=[O:35])[C@@H:31]([OH:39])[C@H:30]2[OH:40])=[C:22]([NH:41][CH2:42][CH:43]([C:44]2[CH:45]=[CH:46][CH:47]=[CH:48][CH:49]=2)[C:50]2[CH:55]=[CH:54][CH:53]=[CH:52][CH:51]=2)[N:21]=1)=[O:9])([CH3:17])[CH3:16]. Procedure: N-[2-(Diisopropylamino)ethyl]-1H-imidazole-1-carboxamide (84 mg, 0.35 mmol) (Preparation 27) was added to a stirred suspension of (2S,3S,4R,5R)-5-{2-(aminomethyl)-6-[(2,2-diphenylethyl)amino]-9H-purin-9-yl}-N-ethyl-3,4-dihydroxytetrahydro-2-furancarboxamide (100 mg, 0.23 mmol) (Preparation 11) in dichloromethane (5 ml) at room temperature. The reaction was then heated to reflux and a drop of isopropanol was added to help dissolve the reagents. The reaction mixture was heated under reflux for 20 ...